This data is from the Open Reaction Database (ORD), a public repository of structured organic reaction records. The task is: describe an organic reaction: reactants, conditions, products, and yield Reactants: [N+](=O)([O-])C1=CC=C(C(=O)O[C@@H](CC)[C@@H]2C[C@@H]3[C@@H](OC(O3)(C)C)O2)C=C1 ([(1S)-1-[(3aR,5S,6aR)-2,2-dimethyl-3a,5,6,6a-tetrahydrofuro[2,3-d][1,3]dioxol-5-yl]propyl] 4-nitrobenzoate), [N+](=O)([O-])C1=CC=C(C(=O)O[C@@H](CC)[C@@H]2C[C@@H]3[C@@H](OC(O3)(C)C)O2)C=C1 ([(1S)-1-[(3aR,5S,6aR)-2,2-dimethyl-3a,5,6,6a-tetrahydrofuro[2,3-d][1,3]dioxol-5-yl]propyl] 4-nitrobenzoate), C(=O)([O-])[O-].[K+].[K+] (K2CO3). The solvent is CO (methanol). Conditions: time 10 minute. Yields the product CC1(O[C@H]2[C@@H](O1)O[C@@H](C2)[C@H](CC)O)C ((1S)-1-[(3aR,5S,6aR)-2,2-dimethyl-3a,5,6,6a-tetrahydrofuro[2,3-d][1,3]dioxol-5-yl]propan-1-ol). Yield: 94.9%. As a reaction SMILES: [N+](C1C=CC(C([O:10][C@H:11]([C@H:14]2[O:23][C@@H:17]3[O:18][C:19]([CH3:22])([CH3:21])[O:20][C@@H:16]3[CH2:15]2)[CH2:12][CH3:13])=O)=CC=1)([O-])=O.C([O-])([O-])=O.[K+].[K+]>CO>[CH3:22][C:19]1([CH3:21])[O:18][C@H:17]2[O:23][C@H:14]([C@@H:11]([OH:10])[CH2:12][CH3:13])[CH2:15][C@H:16]2[O:20]1 |f:1.2.3|. Reported procedure: To a solution of [(1S)-1-[(3aR,5S,6aR)-2,2-dimethyl-3a,5,6,6a-tetrahydrofuro[2,3-d][1,3]dioxol-5-yl]propyl] 4-nitrobenzoate (compound 6d, 100 g, 285 mmol) in methanol (1200 mL) was added K2CO3 (78.7 g, 570 mmol). After being stirred at room temperature for 10 minutes, the resulted mixture was filtered. The filtrate was concentrated in vacuo. The residue was purified by column chromatography on silica gel (eluting with 1:8 EtOAc in petroleum ether) to afford 54.7 g of (1S)-1-[(3aR,5S,6aR)-2,2-dim... Starting materials: FC1=C(C=CC(=C1)F)[C@]([C@@H](C)N1C(N(CC1)C1=CC=C(C=C1)N1N=NC=C1)=O)(CN1N=CN=C1)O (1-[(1R,2R)-2-(2,4-difluorophenyl)-2-hydroxy-1-methyl-3-(1H-1,2,4-triazol-1-yl)propyl]-3-[4-(1H-1,2,3-triazol-1-yl)phenyl]-2-imidazolidinone), C(C)(=O)OCBr (bromomethyl acetate). Run in C(C)#N (acetonitrile). Reaction conditions: temperature 50 celsius, time 24 hour. Yields the product [Br-].C(C)(=O)OCN1C=N[NH+](C1)C[C@]([C@@H](C)N1C(N(CC1)C1=CC=C(C=C1)N1N=NC=C1)=O)(O)C1=C(C=C(C=C1)F)F (4-acetoxymethyl-1-[(2R,3R)-2-(2,4-difluorophenyl)-2-hydroxy-3-[2-oxo-3-[4-(1H-1,2,3-triazol-1-yl)phenyl]-1-imidazolidinyl]butyl]-1H-1,2,4-triazolium bromide). RXN SMILES: [F:1][C:2]1[CH:7]=[C:6]([F:8])[CH:5]=[CH:4][C:3]=1[C@@:9]([OH:35])([CH2:29][N:30]1[CH:34]=[N:33][CH:32]=[N:31]1)[C@H:10]([N:12]1[CH2:16][CH2:15][N:14]([C:17]2[CH:22]=[CH:21][C:20]([N:23]3[CH:27]=[CH:26][N:25]=[N:24]3)=[CH:19][CH:18]=2)[C:13]1=[O:28])[CH3:11].[C:36]([O:39][CH2:40][Br:41])(=[O:38])[CH3:37]>C(#N)C>[Br-:41].[C:36]([O:39][CH2:40][N:33]1[CH2:34][NH+:30]([CH2:29][C@@:9]([C:3]2[CH:4]=[CH:5][C:6]([F:8])=[CH:7][C:2]=2[F:1])([OH:35])[C@H:10]([N:12]2[CH2:16][CH2:15][N:14]([C:17]3[CH:18]=[CH:19][C:20]([N:23]4[CH:27]=[CH:26][N:25]=[N:24]4)=[CH:21][CH:22]=3)[C:13]2=[O:28])[CH3:11])[N:31]=[CH:32]1)(=[O:38])[CH3:37] |f:3.4|. Reported procedure: To a mixture of 1-[(1R,2R)-2-(2,4-difluorophenyl)-2-hydroxy-1-methyl-3-(1H-1,2,4-triazol-1-yl)propyl]-3-[4-(1H-1,2,3-triazol-1-yl)phenyl]-2-imidazolidinone (0.5 g) and acetonitrile (10 ml) was added bromomethyl acetate (0.1 ml), and the mixture was stirred for 24 hours at 50° C. The reaction mixture was purified by silica gel flush chromatography (silica gel 25 g, eluent: ethyl acetate→acetone→acetone/ethanol=10/1). The residue purified was crystallized from ethanol to give 4-acetoxymethyl-1-[(2... Starting materials: C(C)(C)(C)OC(C1=C(C(=CC=C1)CC(N[Si](C)(C)C)B1OC2(C3C(C(CC2O1)C3)(C)C)C)OC)=O (2-Methoxy-3-[2-(2,9,9-trimethyl-3,5-dioxa-4-bora-tricyclo[6.1.1.02,6]dec-4-yl)-2-(trimethylsilanyl-amino)-ethyl]-benzoic acid tert-butyl ester), C(C)(C)(C)OC(=O)NCC1CCC(CC1)(C[N+](=O)[O-])CC(=O)O ([4-(tert-Butoxycarbonylamino-methyl)-1-nitromethyl-cyclohexyl]-acetic acid). Yields the product C(C)(C)(C)OC(C1=C(C(=CC=C1)CC(B1OC2(C3C(C(CC2O1)C3)(C)C)C)NC(CC3(CCC(CC3)CNC(=O)OC(C)(C)C)C[N+](=O)[O-])=O)OC)=O (3-[2-{2-[4-(tert-Butoxycarbonylamino-methyl)-1-nitromethyl-cyclohexyl]-acetylamino}-2-(2,9,9-trimethyl-3,5-dioxa-4-bora-tricyclo[6.1.1.02,6]dec-4-yl)-ethyl]-2-methoxy-benzoic acid tert-butyl ester). RXN SMILES: [C:1]([O:5][C:6](=[O:35])[C:7]1[CH:12]=[CH:11][CH:10]=[C:9]([CH2:13][CH:14]([B:20]2[O:28][CH:27]3[C:22]([CH3:32])([CH:23]4[CH2:29][CH:25]([CH2:26]3)[C:24]4([CH3:31])[CH3:30])[O:21]2)[NH:15][Si](C)(C)C)[C:8]=1[O:33][CH3:34])([CH3:4])([CH3:3])[CH3:2].[C:36]([O:40][C:41]([NH:43][CH2:44][CH:45]1[CH2:50][CH2:49][C:48]([CH2:55][C:56](O)=[O:57])([CH2:51][N+:52]([O-:54])=[O:53])[CH2:47][CH2:46]1)=[O:42])([CH3:39])([CH3:38])[CH3:37]>>[C:1]([O:5][C:6](=[O:35])[C:7]1[CH:12]=[CH:11][CH:10]=[C:9]([CH2:13][CH:14]([NH:15][C:56](=[O:57])[CH2:55][C:48]2([CH2:51][N+:52]([O-:54])=[O:53])[CH2:47][CH2:46][CH:45]([CH2:44][NH:43][C:41]([O:40][C:36]([CH3:39])([CH3:38])[CH3:37])=[O:42])[CH2:50][CH2:49]2)[B:20]2[O:28][CH:27]3[C:22]([CH3:32])([CH:23]4[CH2:29][CH:25]([CH2:26]3)[C:24]4([CH3:31])[CH3:30])[O:21]2)[C:8]=1[O:33][CH3:34])([CH3:4])([CH3:3])[CH3:2]. Procedure details: Prepared from 2-Methoxy-3-[2-(2,9,9-trimethyl-3,5-dioxa-4-bora-tricyclo[6.1.1.02,6]dec-4-yl)-2-(trimethylsilanyl-amino)-ethyl]-benzoic acid tert-butyl ester and [4-(tert-Butoxycarbonylamino-methyl)-1-nitromethyl-cyclohexyl]-acetic acid following the procedure described in Step 1 of Example 1. The crude product was purified by flash chromatography on silica gel (0-100% EtOAc/hexane). ESI-MS m/z 742 (MH)+. Starting materials: BrC=1C=C(C=NC1Cl)C(=O)O (5-bromo-6-chloro-3-pyridinecarboxylic acid), Cl.NC[C@@H]1[C@@H](CCCC1)O (cis-2-aminomethyl-1-cyclohexanol hydrochloride), OCC1CC1 (hydroxymethyl-cyclopropan), C(#N)C1=CC=C(C=C1)B(O)O (4-cyanophenylboronic acid). Product: C(#N)C1=CC=C(C=C1)C=1C(=NC=C(C(=O)NCC2C(CCCC2)O)C1)OCC1CC1 (racemic 5-(4-cyano-phenyl)-6-cyclopropylmethoxy-N-((1RS,2RS)-2-hydroxy-cyclohexylmethyl)-nicotinamide). RXN SMILES: Br[C:2]1[CH:3]=[C:4]([C:9]([OH:11])=O)[CH:5]=[N:6][C:7]=1Cl.[OH:12][CH2:13][CH:14]1[CH2:16][CH2:15]1.[C:17]([C:19]1[CH:24]=[CH:23][C:22](B(O)O)=[CH:21][CH:20]=1)#[N:18].Cl.[NH2:29][CH2:30][C@H:31]1[CH2:36][CH2:35][CH2:34][CH2:33][C@H:32]1[OH:37]>>[C:17]([C:19]1[CH:24]=[CH:23][C:22]([C:2]2[C:7]([O:12][CH2:13][CH:14]3[CH2:16][CH2:15]3)=[N:6][CH:5]=[C:4]([CH:3]=2)[C:9]([NH:29][CH2:30][CH:31]2[CH2:36][CH2:35][CH2:34][CH2:33][CH:32]2[OH:37])=[O:11])=[CH:21][CH:20]=1)#[N:18] |f:3.4|. Reported procedure: The title compound was synthesized in analogy to Example 75, using 5-bromo-6-chloro-3-pyridinecarboxylic acid, hydroxymethyl-cyclopropan, 4-cyanophenylboronic acid and cis-2-aminomethyl-1-cyclohexanol hydrochloride as starting materials to yield racemic 5-(4-cyano-phenyl)-6-cyclopropylmethoxy-N-((1RS,2RS)-2-hydroxy-cyclohexylmethyl)-nicotinamide. MS (ISP) 406.3 (M+H)+. Yields the product CC(C)=CCNC(=N)N[N+](=O)[O-]. Starting materials: CCO, CC(C)=CCN, CN(N=O)C(=N)N[N+](=O)[O-], O. As a reaction SMILES: [CH3:17][CH2:18][OH:19].[CH3:1][C:2](=[CH:3][CH2:4][NH2:5])[CH3:6].[CH3:7][N:8]([C:9]([NH:11][N+:12](=[O:13])[O-:14])=[NH:16])[N:10]=[O:15].[OH2:20]>>[CH3:1][C:2](=[CH:3][CH2:4][NH:5][C:9](=[NH:8])[NH:11][N+:12](=[O:13])[O-:14])[CH3:6]. Starting materials: O=C(n1ccnc1)n1ccnc1, COC(=O)C(C)(C)Oc1cccc(C2CCCNC2)c1, Cc1ccccc1, CCOC(C)=O, OCc1ccc(C(F)(F)F)cc1. Yields the product COC(=O)C(C)(C)Oc1cccc(C2CCCN(C(=O)OCc3ccc(C(F)(F)F)cc3)C2)c1. RXN SMILES: [C:13](=[O:14])([n:15]1[cH:16][cH:17][n:18][cH:19]1)[n:20]1[cH:21][cH:22][n:23][cH:24]1.[CH3:25][O:26][C:27]([C:28]([CH3:29])([O:30][c:31]1[cH:32][c:33]([CH:37]2[CH2:38][NH:39][CH2:40][CH2:41][CH2:42]2)[cH:34][cH:35][cH:36]1)[CH3:43])=[O:44].[CH3:45][c:46]1[cH:47][cH:48][cH:49][cH:50][cH:51]1.[CH3:52][CH2:53][O:54][C:55](=[O:56])[CH3:57].[F:1][C:2]([c:3]1[cH:4][cH:5][c:6]([CH2:7][OH:8])[cH:9][cH:10]1)([F:11])[F:12]>>[F:1][C:2]([c:3]1[cH:4][cH:5][c:6]([CH2:7][O:8][C:13](=[O:14])[N:39]2[CH2:38][CH:37]([c:33]3[cH:32][c:31]([O:30][C:28]([C:27]([O:26][CH3:25])=[O:44])([CH3:29])[CH3:43])[cH:36][cH:35][cH:34]3)[CH2:42][CH2:41][CH2:40]2)[cH:9][cH:10]1)([F:11])[F:12].